From a dataset of the Open Reaction Database (ORD), a public repository of structured organic reaction records. describe an organic reaction: reactants, conditions, products, and yield Reactants: N#Cc1cc(-c2ccncc2)cnc1N1CCOCC1, ClC(Cl)Cl, O=C(OO)c1cccc(Cl)c1. Yields the product N#Cc1cc(-c2cc[n+]([O-])cc2)cnc1N1CCOCC1. Reaction SMILES: [C:12](#[N:13])[c:14]1[c:15]([N:26]2[CH2:27][CH2:28][O:29][CH2:30][CH2:31]2)[n:16][cH:17][c:18](-[c:20]2[cH:21][cH:22][n:23][cH:24][cH:25]2)[cH:19]1.[CH:32]([Cl:33])([Cl:34])[Cl:35].[Cl:1][c:2]1[cH:3][cH:4][cH:5][c:6]([C:7]([O:8][OH:10])=[O:9])[cH:11]1>>[O-:9][n+:23]1[cH:22][cH:21][c:20](-[c:18]2[cH:17][n:16][c:15]([N:26]3[CH2:27][CH2:28][O:29][CH2:30][CH2:31]3)[c:14]([C:12]#[N:13])[cH:19]2)[cH:25][cH:24]1.